From a dataset of the Open Reaction Database (ORD), a public repository of structured organic reaction records. describe an organic reaction: reactants, conditions, products, and yield Starting materials: O=[N+]([O-])c1cccc2c(Cl)ncc(Br)c12, CCO, C1CCOC1, [Pt]. Yields the product Nc1cccc2c(Cl)ncc(Br)c12. RXN SMILES: [Br:1][c:2]1[cH:3][n:4][c:5]([Cl:15])[c:6]2[cH:7][cH:8][cH:9][c:10]([N+:12]([O-:13])=[O:14])[c:11]12.[CH3:21][CH2:22][OH:23].[O:16]1[CH2:17][CH2:18][CH2:19][CH2:20]1.[Pt:24]>>[Br:1][c:2]1[cH:3][n:4][c:5]([Cl:15])[c:6]2[cH:7][cH:8][cH:9][c:10]([NH2:12])[c:11]12. Yields the product ClC1=[N+](C(=CC(=C1)C(=O)NN)Cl)[O-] (2,6-dichloro-4-pyridinecarboxylic acid hydrazide 1-oxide). Conditions: time 18 hour. Solvent: C(C)(C)O (isopropanol). Reaction SMILES: [Cl:1][C:2]1[N+:11]([O-:12])=[C:10]([Cl:13])[CH:9]=[CH:8][C:3]=1C(OC)=O.[NH2:14][NH2:15].[CH3:16][OH:17]>C(O)(C)C>[Cl:13][C:10]1[CH:9]=[C:8]([C:16]([NH:14][NH2:15])=[O:17])[CH:3]=[C:2]([Cl:1])[N+:11]=1[O-:12]. Reported procedure: To a cold stirred mixture of 8.75 g (0.039 mole) of methyl 2,6-dichloronicotinate N-oxide in 50 ml of methanol was added dropwise 2.0 g (0.063 mole) of hydrazine in 14 ml of methanol. After complete addition the mixture was stirred for one hour then placed in a freezer for approximately 18 hours. The solvent was then removed by distillation under reduced pressure to leave a solid. The solid was stirred in isopropanol then filtered. The filter cake was added to 75 ml of refluxing ethanol and the ... The reactants are ClC1=C(C(=O)OC)C=CC(=[N+]1[O-])Cl (methyl 2,6-dichloronicotinate N-oxide), CO (methanol), NN (hydrazine), CO (methanol).